From a dataset of the Open Reaction Database (ORD), a public repository of structured organic reaction records. describe an organic reaction: reactants, conditions, products, and yield Starting materials: N(=C=S)C1=CC=NC2=CC=CC=C12 (4-isothiocyanatoquinoline), NC(C(=O)N)C#N (2-amino-cyanoacetamide). Solvent: CCOC(=O)C (EtOAc). The product is NC1=C(N=C(S1)NC1=CC=NC2=CC=CC=C12)C(=O)N (5-amino-2-(quinolin-4-ylamino)thiazole-4-carboxamide). RXN SMILES: [N:1]([C:4]1[C:13]2[C:8](=[CH:9][CH:10]=[CH:11][CH:12]=2)[N:7]=[CH:6][CH:5]=1)=[C:2]=[S:3].[NH2:14][CH:15]([C:19]#[N:20])[C:16]([NH2:18])=[O:17]>CCOC(C)=O>[NH2:20][C:19]1[S:3][C:2]([NH:1][C:4]2[C:13]3[C:8](=[CH:9][CH:10]=[CH:11][CH:12]=3)[N:7]=[CH:6][CH:5]=2)=[N:14][C:15]=1[C:16]([NH2:18])=[O:17]. Reported procedure: A mixture of 4-isothiocyanatoquinoline (0.3 g, 1.6 mmol) and 2-amino-cyanoacetamide (0.26g, 2.68 mmol) in EtOAc (20 mL) was refluxed for 90 min. The reaction mixture was concentrated in vacuo, and the resulting solids were collected and washed with EtOAc to give 0.33 g (contained impurities) of the titled compound which was used in the next step without further purification. Starting materials: Cc1ccc([N+](=O)[O-])cc1Br, O=C([O-])[O-], COCCOC, CCC(=O)c1ccc(B(O)O)c(C)c1, [K+], [K+], c1ccc(P(c2ccccc2)(c2ccccc2)[Pd](P(c2ccccc2)(c2ccccc2)c2ccccc2)(P(c2ccccc2)(c2ccccc2)c2ccccc2)P(c2ccccc2)(c2ccccc2)c2ccccc2)cc1. The product is CCC(=O)c1ccc(-c2cc([N+](=O)[O-])ccc2C)c(C)c1. As a reaction SMILES: [Br:15][c:16]1[c:17]([CH3:25])[cH:18][cH:19][c:20]([N+:22](=[O:23])[O-:24])[cH:21]1.[C:26](=[O:27])([O-:28])[O-:29].[CH2:32]([CH2:33][O:34][CH3:35])[O:36][CH3:37].[CH3:1][c:2]1[c:3]([B:12]([OH:13])[OH:14])[cH:4][cH:5][c:6]([C:8]([CH2:9][CH3:10])=[O:11])[cH:7]1.[K+:30].[K+:31].[cH:38]1[cH:39][cH:40][c:41]([P:42]([Pd:43]([P:44]([c:45]2[cH:46][cH:47][cH:48][cH:49][cH:50]2)([c:51]2[cH:52][cH:53][cH:54][cH:55][cH:56]2)[c:57]2[cH:58][cH:59][cH:60][cH:61][cH:62]2)([P:63]([c:64]2[cH:65][cH:66][cH:67][cH:68][cH:69]2)([c:70]2[cH:71][cH:72][cH:73][cH:74][cH:75]2)[c:76]2[cH:77][cH:78][cH:79][cH:80][cH:81]2)[P:82]([c:83]2[cH:84][cH:85][cH:86][cH:87][cH:88]2)([c:89]2[cH:90][cH:91][cH:92][cH:93][cH:94]2)[c:95]2[cH:96][cH:97][cH:98][cH:99][cH:100]2)([c:101]2[cH:102][cH:103][cH:104][cH:105][cH:106]2)[c:107]2[cH:108][cH:109][cH:110][cH:111][cH:112]2)[cH:113][cH:114]1>>[CH3:1][c:2]1[c:3](-[c:16]2[c:17]([CH3:25])[cH:18][cH:19][c:20]([N+:22](=[O:23])[O-:24])[cH:21]2)[cH:4][cH:5][c:6]([C:8]([CH2:9][CH3:10])=[O:11])[cH:7]1. Reactants: C(C)(C)(C)OC(NC1=C(C=C(C=C1)C1=C(C=CC=C1)F)N)=O ((3-amino-2′-fluoro-biphenyl-4-yl)-carbamic acid tert-butyl ester), C(C)(C)(C)OC(CC(=O)C1=CC(=CC=C1)C=1N=NC(=CC1)OC)=O (3-[3-(6-methoxy-pyridazin-3-yl)-phenyl]-3-oxo-propionic acid tert-butyl ester). Yields the product C(C)(C)(C)OC(NC1=C(C=C(C=C1)C1=C(C=CC=C1)F)NC(CC(=O)C1=CC(=CC=C1)C=1N=NC(=CC1)OC)=O)=O ((2′-Fluoro-3-{3-[3-(6-methoxy-pyridazin-3-yl)-phenyl]-3-oxo-propionylamino}-biphenyl-4-yl)-carbamic acid tert-butyl ester). RXN SMILES: [C:1]([O:5][C:6](=[O:22])[NH:7][C:8]1[CH:13]=[CH:12][C:11]([C:14]2[CH:19]=[CH:18][CH:17]=[CH:16][C:15]=2[F:20])=[CH:10][C:9]=1[NH2:21])([CH3:4])([CH3:3])[CH3:2].C([O:27][C:28](=O)[CH2:29][C:30]([C:32]1[CH:37]=[CH:36][CH:35]=[C:34]([C:38]2[N:39]=[N:40][C:41]([O:44][CH3:45])=[CH:42][CH:43]=2)[CH:33]=1)=[O:31])(C)(C)C>>[C:1]([O:5][C:6](=[O:22])[NH:7][C:8]1[CH:13]=[CH:12][C:11]([C:14]2[CH:19]=[CH:18][CH:17]=[CH:16][C:15]=2[F:20])=[CH:10][C:9]=1[NH:21][C:28](=[O:27])[CH2:29][C:30]([C:32]1[CH:37]=[CH:36][CH:35]=[C:34]([C:38]2[N:39]=[N:40][C:41]([O:44][CH3:45])=[CH:42][CH:43]=2)[CH:33]=1)=[O:31])([CH3:4])([CH3:2])[CH3:3]. Procedure details: The title compound was prepared from (3-amino-2′-fluoro-biphenyl-4-yl)-carbamic acid tert-butyl ester [CAS-No. 335255-65-7] (227 mg, 0.75 mmol) and 3-[3-(6-methoxy-pyridazin-3-yl)-phenyl]-3-oxo-propionic acid tert-butyl ester (Example K7) (246 mg, 0.75 mmol) according to the general procedure M. Obtained as an off-white amorphous substance (352 mg).